This data is from the Open Reaction Database (ORD), a public repository of structured organic reaction records. The task is: describe an organic reaction: reactants, conditions, products, and yield Starting materials: CCOC(=O)CBr, [H-], O=C1Cc2c(cccc2[N+](=O)[O-])N1, [Na+], CN(C)C=O. Product: CCOC(=O)CC1C(=O)Nc2cccc([N+](=O)[O-])c21. Reaction SMILES: [Br:16][CH2:17][C:18](=[O:19])[O:20][CH2:21][CH3:22].[H-:14].[N+:1](=[O:2])([O-:3])[c:4]1[c:5]2[c:9]([cH:10][cH:11][cH:12]1)[NH:8][C:7](=[O:13])[CH2:6]2.[Na+:15].[O:23]=[CH:24][N:25]([CH3:26])[CH3:27]>>[N+:1](=[O:2])([O-:3])[c:4]1[c:5]2[c:9]([cH:10][cH:11][cH:12]1)[NH:8][C:7](=[O:13])[CH:6]2[CH2:17][C:18](=[O:19])[O:20][CH2:21][CH3:22].